From a dataset of the Open Reaction Database (ORD), a public repository of structured organic reaction records. describe an organic reaction: reactants, conditions, products, and yield The reactants are C=O (formaldehyde), [N+](=O)([O-])C1=CC=CC=2C(C3=CC=CC=C3C(C12)=O)=O (1-nitroanthraquinone), ClC=1C(C2=CC=CC=C2C(C1Cl)=O)=O (2,3-dichloro-1,4-naphthoquinone), [OH-].[Na+] (sodium hydroxide). Solvent: C(C)O (ethanol). Yields the product NC1=CC=CC=2C(C3=CC=CC=C3C(C12)=O)=O (1-aminoanthraquinone). RXN SMILES: [N+:1]([C:4]1[C:17]2[C:16](=[O:18])[C:15]3[C:10](=[CH:11][CH:12]=[CH:13][CH:14]=3)[C:9](=[O:19])[C:8]=2[CH:7]=[CH:6][CH:5]=1)([O-])=O.ClC1C(=O)C2C(C(=O)C=1Cl)=CC=CC=2.[OH-].[Na+].C=O>C(O)C>[NH2:1][C:4]1[C:17]2[C:16](=[O:18])[C:15]3[C:10](=[CH:11][CH:12]=[CH:13][CH:14]=3)[C:9](=[O:19])[C:8]=2[CH:7]=[CH:6][CH:5]=1 |f:2.3|. Reported procedure: 76 parts of 1-nitroanthraquinone and 0.6 part of 2,3-dichloro-1,4-naphthoquinone in 300 parts by volume of ethanol and 150 parts by volume of 50% aqueous sodium hydroxide solution are heated to 78°-80° C. At this temperature, 37% aqueous formaldehyde solution is added dropwise to the solution in accordance with the consumption. The consumption of formaldehyde can be checked and the addition controlled by measuring the changes in the redox potential. The time taken for the addition is 11/2 to 2 h...